From a dataset of the Open Reaction Database (ORD), a public repository of structured organic reaction records. describe an organic reaction: reactants, conditions, products, and yield Starting materials: CN(C)CCNc1nc2ccc3c(c2[n+]([O-])n1)CCCO3, ClCCl, O=C(O)C(F)(F)F, O=C(OC(=O)C(F)(F)F)C(F)(F)F, N, OO. The product is CN(C)CCNc1n[n+]([O-])c2c3c(ccc2[n+]1[O-])OCCC3. RXN SMILES: [CH3:16][N:17]([CH2:18][CH2:19][NH:20][c:21]1[n:22][n+:23]([O-:35])[c:24]2[c:25]([n:26]1)[cH:27][cH:28][c:29]1[c:34]2[CH2:33][CH2:32][CH2:31][O:30]1)[CH3:36].[Cl:44][CH2:45][Cl:46].[F:37][C:38]([F:39])([F:40])[C:41]([OH:42])=[O:43].[F:3][C:4]([F:5])([F:7])[C:8](=[O:6])[O:9][C:10](=[O:11])[C:12]([F:13])([F:14])[F:15].[NH3:47].[OH:1][OH:2]>>[O-:6][n+:26]1[c:21]([NH:20][CH2:19][CH2:18][N:17]([CH3:16])[CH3:36])[n:22][n+:23]([O-:35])[c:24]2[c:25]1[cH:27][cH:28][c:29]1[c:34]2[CH2:33][CH2:32][CH2:31][O:30]1. Starting materials: CC(=O)O, Cc1cc(=O)cc(C)[nH]1, ClC(Cl)Cl, [Na+], [OH-]. Yields the product Cc1cc(=O)c(C=O)c(C)[nH]1. As a reaction SMILES: [CH3:14][C:15]([OH:16])=[O:17].[CH3:5][c:6]1[nH:7][c:8]([CH3:13])[cH:9][c:10](=[O:12])[cH:11]1.[CH:1]([Cl:2])([Cl:3])[Cl:4].[Na+:19].[OH-:18]>>[CH3:5][c:6]1[nH:7][c:8]([CH3:13])[cH:9][c:10](=[O:12])[c:11]1[CH:15]=[O:16]. The reactants are NCCC=1N=C(SC1)NC1=NC=CC=C1OCC1=CC=CC=C1 (4-(2-aminoethyl)-N-(3-(benzyloxy)pyridin-2-yl)thiazol-2-amine), N(=C=O)CC (isocyanatoethane). The solvent is CN(C)C=O (DMF). Run at time 2 hour. Product: C(C1=CC=CC=C1)OC=1C(=NC=CC1)NC=1SC=C(N1)CCNC(=O)NCC (1-(2-(2-(3-(Benzyloxy)pyridin-2-ylamino)thiazol-4-yl)ethyl)-3-ethylurea). The yield is 30.2%. As a reaction SMILES: [NH2:1][CH2:2][CH2:3][C:4]1[N:5]=[C:6]([NH:9][C:10]2[C:15]([O:16][CH2:17][C:18]3[CH:23]=[CH:22][CH:21]=[CH:20][CH:19]=3)=[CH:14][CH:13]=[CH:12][N:11]=2)[S:7][CH:8]=1.[N:24]([CH2:27][CH3:28])=[C:25]=[O:26]>CN(C=O)C>[CH2:17]([O:16][C:15]1[C:10]([NH:9][C:6]2[S:7][CH:8]=[C:4]([CH2:3][CH2:2][NH:1][C:25]([NH:24][CH2:27][CH3:28])=[O:26])[N:5]=2)=[N:11][CH:12]=[CH:13][CH:14]=1)[C:18]1[CH:23]=[CH:22][CH:21]=[CH:20][CH:19]=1. Procedure details: Crude 4-(2-aminoethyl)-N-(3-(benzyloxy)pyridin-2-yl)thiazol-2-amine (Example 134, Step A; 0.25 g, 0.766 mmol) was dissolved in DMF (20 mL), and isocyanatoethane (0.109 g, 1.53 mmol) was added. The reaction mixture was stirred for 2 hours, then partitioned between ethyl acetate and water. The organic layer was washed with water and brine, dried, and concentrated. The residue was purified via MPLC (Biotage) eluting with ethyl acetate to afford the title compound (0.092 g, 30.2% yield) as a light y... Starting materials: CC(C(N)=S)C (2-methylpropane-thioamide), CO (methanol), C(C)(=O)OCC (ethyl acetate), CCCCCC (hexane). Solvent: C(Cl)(Cl)Cl (chloroform). Yields the product C(C)(C)C=1SC(=CN1)C(=O)OCC (Ethyl 2-Isopropylthiazole-5-carboxylate). Yield: 83.0%. As a reaction SMILES: [CH3:1][CH:2]([CH3:6])[C:3](=[S:5])[NH2:4].[C:7]([O:10][CH2:11][CH3:12])(=[O:9])[CH3:8].[CH3:13]CCCCC.CO>C(Cl)(Cl)Cl>[CH:2]([C:3]1[S:5][C:8]([C:7]([O:10][CH2:11][CH3:12])=[O:9])=[CH:13][N:4]=1)([CH3:6])[CH3:1]. Procedure details: Using the procedure of Example 1J but replacing thioformamide with 2-methylpropane-thioamide provided, after silica gel chromatography using 9:1 ethyl acetate:hexane, the desired compound, Rf 0.8, (5% methanol in chloroform) in 83% yield. The reactants are ClC1=NC=C(C(=N1)NC1=CC2=C(C=C1)OCCO2)F (2-chloro-N4-(3,4-ethylenedioxyphenyl)-5-fluoro-4-pyrimidineamine), O1C(COC2=C1C=CC=C2)CN (2,3-dihydro-1,4-benzodioxin-2-ylmethylamine). Product: O1C(COC2=C1C=CC=C2)CNC2=NC=C(C(=N2)NC2=CC1=C(C=C2)OCCO1)F (N2-(2,3-dihydro-1,4-benzodioxin-2-ylmethyl)-N4-(3,4-ethylenedioxyphenyl)-5-fluoro-2,4-pyrimidinediamine). Reaction SMILES: Cl[C:2]1[N:7]=[C:6]([NH:8][C:9]2[CH:14]=[CH:13][C:12]3[O:15][CH2:16][CH2:17][O:18][C:11]=3[CH:10]=2)[C:5]([F:19])=[CH:4][N:3]=1.[O:20]1[C:25]2[CH:26]=[CH:27][CH:28]=[CH:29][C:24]=2[O:23][CH2:22][CH:21]1[CH2:30][NH2:31]>>[O:20]1[C:25]2[CH:26]=[CH:27][CH:28]=[CH:29][C:24]=2[O:23][CH2:22][CH:21]1[CH2:30][NH:31][C:2]1[N:7]=[C:6]([NH:8][C:9]2[CH:14]=[CH:13][C:12]3[O:15][CH2:16][CH2:17][O:18][C:11]=3[CH:10]=2)[C:5]([F:19])=[CH:4][N:3]=1. Procedure details: In like manner to the preparation of N4-(3-aminophenyl)-N2-[2-(methoxycarbonyl)-benzofurane-5-yl]-5-fluoro-2,4-pyrimidinediamine, 2-chloro-N4-(3,4-ethylenedioxyphenyl)-5-fluoro-4-pyrimidineamine and 2,3-dihydro-1,4-benzodioxin-2-ylmethylamine were reacted to give N2-(2,3-dihydro-1,4-benzodioxin-2-ylmethyl)-N4-(3,4-ethylenedioxyphenyl)-5-fluoro-2,4-pyrimidinediamine. LCMS: ret. time: 22.49 min.; purity: 87.6%; MS (m/e): 411.01 (MH+).